From a dataset of the Open Reaction Database (ORD), a public repository of structured organic reaction records. describe an organic reaction: reactants, conditions, products, and yield The reactants are compound, NC1=CC=C(C=C1)C1=CC=C2CN(C(C2=C1)=O)[C@H](C(=O)OC)C(C)C ((S)-Methyl 2-(6-(4-aminophenyl)-1-oxoisoindolin-2-yl)-3-methylbutanoate), ClC=1C=C(C=CC1)S(=O)(=O)Cl (3-chlorobenzene sulfonyl chloride), compound, compound. The product is ClC=1C=C(C=CC1)S(=O)(=O)NC1=CC=C(C=C1)C1=CC=C2CN(C(C2=C1)=O)[C@H](C(=O)OC)C(C)C ((S)-Methyl 2-(6-(4-(3-chlorophenylsulfonamido)phenyl)-1-oxoisoindolin-2-yl)-3-methylbutanoate). Reaction SMILES: [NH2:1][C:2]1[CH:7]=[CH:6][C:5]([C:8]2[CH:16]=[C:15]3[C:11]([CH2:12][N:13]([C@@H:18]([CH:23]([CH3:25])[CH3:24])[C:19]([O:21][CH3:22])=[O:20])[C:14]3=[O:17])=[CH:10][CH:9]=2)=[CH:4][CH:3]=1.[Cl:26][C:27]1[CH:28]=[C:29]([S:33](Cl)(=[O:35])=[O:34])[CH:30]=[CH:31][CH:32]=1>>[Cl:26][C:27]1[CH:28]=[C:29]([S:33]([NH:1][C:2]2[CH:3]=[CH:4][C:5]([C:8]3[CH:16]=[C:15]4[C:11]([CH2:12][N:13]([C@@H:18]([CH:23]([CH3:25])[CH3:24])[C:19]([O:21][CH3:22])=[O:20])[C:14]4=[O:17])=[CH:10][CH:9]=3)=[CH:6][CH:7]=2)(=[O:35])=[O:34])[CH:30]=[CH:31][CH:32]=1. Procedure details: The compound of example 87 was prepared analogous to compound of example 77 by reaction of compound of example 6 with 3-chlorobenzene sulfonyl chloride. The compound of example 87 was used directly without isolation for the preparation of compound of example 88. Solvent: CO (MeOH). Procedure: To a solution of methyl 1-{5-[({5-[(3,4-difluorophenyl)amino]-1,3,4-oxadiazol-2-yl}carbonyl)amino]pyridin-2-yl}-4-methylpiperidine-4-carboxylate (Example 631; 282 mg, 0.60 mmol) in MeOH (10 mL) was added a 2M solution of NaOH (1.5 mL). The resulting yellow solution was allowed to stir at ambient temperature overnight. The reaction mixture was then heated to 50° C. for 8 hours and allowed to stir at ambient temperature overnight. The volatile organics were removed by evaporation, the aqueous resi... Reaction SMILES: [F:1][C:2]1[CH:3]=[C:4]([NH:9][C:10]2[O:14][C:13]([C:15]([NH:17][C:18]3[CH:19]=[CH:20][C:21]([N:24]4[CH2:29][CH2:28][C:27]([CH3:34])([C:30]([O:32]C)=[O:31])[CH2:26][CH2:25]4)=[N:22][CH:23]=3)=[O:16])=[N:12][N:11]=2)[CH:5]=[CH:6][C:7]=1[F:8].[OH-].[Na+]>CO>[F:1][C:2]1[CH:3]=[C:4]([NH:9][C:10]2[O:14][C:13]([C:15]([NH:17][C:18]3[CH:19]=[CH:20][C:21]([N:24]4[CH2:25][CH2:26][C:27]([CH3:34])([C:30]([OH:32])=[O:31])[CH2:28][CH2:29]4)=[N:22][CH:23]=3)=[O:16])=[N:12][N:11]=2)[CH:5]=[CH:6][C:7]=1[F:8] |f:1.2|. Reactants: FC=1C=C(C=CC1F)NC1=NN=C(O1)C(=O)NC=1C=CC(=NC1)N1CCC(CC1)(C(=O)OC)C (methyl 1-{5-[({5-[(3,4-difluorophenyl)amino]-1,3,4-oxadiazol-2-yl}carbonyl)amino]pyridin-2-yl}-4-methylpiperidine-4-carboxylate), solution, [OH-].[Na+] (NaOH). Conditions: time 8 hour. The yield is 83.7%. Yields the product FC=1C=C(C=CC1F)NC1=NN=C(O1)C(=O)NC=1C=CC(=NC1)N1CCC(CC1)(C(=O)O)C (1-{5-[({5-[(3,4-Difluorophenyl)amino]-1,3,4-oxadiazol-2-yl}carbonyl)amino]pyridin-2-yl}-4-methylpiperidine-4-carboxylic acid). Reactants: C(C)(C)(C)N1N=C(C=C1CC(C)C)CO (1-tert-butyl-5-iso-butyl-3-hydroxymethylpyrazole), C=1C=C[NH+]=CC1.[O-][Cr](=O)(=O)Cl (PCC), CCOC(=O)C (EtOAc), CCCCCC (hexane). The solvent is C(Cl)Cl (CH2Cl2), CCOCC (ether), C(Cl)Cl (CH2Cl2). Run at time 30 minute. The product is C(C)(C)(C)N1N=C(C=C1CC(C)C)C=O (1-tert-butyl-5-iso-butyl-3-formylpyrazole). RXN SMILES: C1C=C[NH+]=CC=1.[O-][Cr](Cl)(=O)=O.[C:12]([N:16]1[C:20]([CH2:21][CH:22]([CH3:24])[CH3:23])=[CH:19][C:18]([CH2:25][OH:26])=[N:17]1)([CH3:15])([CH3:14])[CH3:13].CCCCCC.CCOC(C)=O>C(Cl)Cl.CCOCC>[C:12]([N:16]1[C:20]([CH2:21][CH:22]([CH3:23])[CH3:24])=[CH:19][C:18]([CH:25]=[O:26])=[N:17]1)([CH3:14])([CH3:15])[CH3:13] |f:0.1|. Procedure details: PCC (0.67 g, 3.12 mmol) and silica gel (0.50 g) were grinded together and dispersed in 10 ml of purified CH2Cl2 followed by treatment with ultrasound at 20° C. for 30 minutes. 1-tert-butyl-5-iso-butyl-3-hydroxymethylpyrazole (0.50 g, 2.08 mmol) was dissolved in 10 ml of purified CH2Cl2 and the solution was added thereto and treated with ultrasound for 15 minutes. The reaction progress and completion were confirmed using TLC (hexane:EtOAc=6:1). Upon completion of the reaction, ether was added to ... Reactants: ClC1=CC2=C(C(=NO2)O)C=C1 (6-chlorobenzo[d]isoxazol-3-ol), FC(C1CCN(CC1)C(=O)Cl)(F)F (4-trifluoromethylpiperidine-1-carbonyl chloride). Product: FC(C1CCN(CC1)C(=O)OC1=NOC2=C1C=CC(=C2)Cl)(F)F (6-Chlorobenzo[d]isoxazol-3-yl 4-trifluoromethylpiperidine-1-carboxylate). RXN SMILES: [Cl:1][C:2]1[CH:11]=[CH:10][C:5]2[C:6]([OH:9])=[N:7][O:8][C:4]=2[CH:3]=1.[F:12][C:13]([F:24])([F:23])[CH:14]1[CH2:19][CH2:18][N:17]([C:20](Cl)=[O:21])[CH2:16][CH2:15]1>>[F:23][C:13]([F:12])([F:24])[CH:14]1[CH2:19][CH2:18][N:17]([C:20]([O:9][C:6]2[C:5]3[CH:10]=[CH:11][C:2]([Cl:1])=[CH:3][C:4]=3[O:8][N:7]=2)=[O:21])[CH2:16][CH2:15]1. Procedure details: In analogy to example 1,200 mg (1.18 mmol) of 6-chlorobenzo[d]isoxazol-3-ol were reacted with 305 mg (1.41 mmol) of 4-trifluoromethylpiperidine-1-carbonyl chloride. Yield: 229 mg (56%), M+H+: 349.05.